From a dataset of the Open Reaction Database (ORD), a public repository of structured organic reaction records. describe an organic reaction: reactants, conditions, products, and yield The reactants are ClC1=CC=C(C=C1)C(O)(C=1N(C=NC1)C)C=1C=C2C(=CC(=NC2=CC1)OC)C=1SC(=CC1)C ((4-Chloro-phenyl)-[2-methoxy-4-(5-methyl-thiophen-2-yl)-quinolin-6-yl]-(3-methyl-3H-imidazol-4-yl)-methanol), Cl (hydrogen chloride). Run in C1CCOC1 (THF). Reaction conditions: temperature 60 celsius. The product is ClC1=CC=C(C=C1)C(C=1C=C2C(=CC(NC2=CC1)=O)C=1SC(=CC1)C)(C=1N(C=NC1)C)O (6-[(4-chloro-phenyl)-hydroxy-(3-methyl-3H-imidazol-4-yl)-methyl]-4-(5-methyl-thiophen-2-yl)-1H-quinolin-2-one). Isolated yield 86.1%. As a reaction SMILES: [Cl:1][C:2]1[CH:7]=[CH:6][C:5]([C:8]([C:16]2[CH:17]=[C:18]3[C:23](=[CH:24][CH:25]=2)[N:22]=[C:21]([O:26]C)[CH:20]=[C:19]3[C:28]2[S:29][C:30]([CH3:33])=[CH:31][CH:32]=2)([C:10]2[N:11]([CH3:15])[CH:12]=[N:13][CH:14]=2)[OH:9])=[CH:4][CH:3]=1.Cl>C1COCC1>[Cl:1][C:2]1[CH:3]=[CH:4][C:5]([C:8]([OH:9])([C:10]2[N:11]([CH3:15])[CH:12]=[N:13][CH:14]=2)[C:16]2[CH:17]=[C:18]3[C:23](=[CH:24][CH:25]=2)[NH:22][C:21](=[O:26])[CH:20]=[C:19]3[C:28]2[S:29][C:30]([CH3:33])=[CH:31][CH:32]=2)=[CH:6][CH:7]=1. Procedure: To a solution of (4-Chloro-phenyl)-[2-methoxy-4-(5-methyl-thiophen-2-yl)-quinolin-6-yl]-(3-methyl-3H-imidazol-4-yl)-methanol (0.137 g, 0.288 mmol) in THF (3.2 ml) was added concentrated hydrogen chloride (HCl, 0.314 ml) dropwise. The mixture was heated at 60° C. for 24 hours. After cooling to room temperature, THF was removed. The aqueous solution was adjusted to pH=˜9 with 40% aqueous NaOH. The yellow solid was precipitated out. After filtration and washed with ethylacetae obtained 6-[(4-chloro... Yields the product COc1ccc(C2=NN(C3CCN(C(=O)c4c(C)ccc5ccccc45)CC3)C(=O)C2(C)C)cc1OC. The reactants are COc1ccc(C2=NN(C3CCNCC3)C(=O)C2(C)C)cc1OC, Cc1ccc2ccccc2c1C(=O)O. RXN SMILES: [CH3:1][O:2][c:3]1[cH:4][c:5]([C:11]2=[N:15][N:14]([CH:16]3[CH2:17][CH2:18][NH:19][CH2:20][CH2:21]3)[C:13](=[O:22])[C:12]2([CH3:23])[CH3:24])[cH:6][cH:7][c:8]1[O:9][CH3:10].[CH3:25][c:26]1[c:27]([C:36](=[O:37])[OH:38])[c:28]2[cH:29][cH:30][cH:31][cH:32][c:33]2[cH:34][cH:35]1>>[CH3:1][O:2][c:3]1[cH:4][c:5]([C:11]2=[N:15][N:14]([CH:16]3[CH2:17][CH2:18][N:19]([C:36]([c:27]4[c:26]([CH3:25])[cH:35][cH:34][c:33]5[c:28]4[cH:29][cH:30][cH:31][cH:32]5)=[O:37])[CH2:20][CH2:21]3)[C:13](=[O:22])[C:12]2([CH3:23])[CH3:24])[cH:6][cH:7][c:8]1[O:9][CH3:10].